Task: describe an organic reaction: reactants, conditions, products, and yield. Dataset: the Open Reaction Database (ORD), a public repository of structured organic reaction records Starting materials: C1(=CC=CC=C1)C1(CCNCC1)COCC=1C=C(C=C(C1)C(F)(F)F)C1=CC=C(C=C1)C#N (3′-(((4-phenylpiperidin-4-yl)methoxy)methyl)-5′-(trifluoromethyl)biphenyl-4-carbonitrile), C(C)OC1(CC1)O[Si](C)(C)C ((1-ethoxycyclopropoxy)trimethylsilane), C(#N)[BH3-].[Na+] (sodium cyanoborohydride). Reaction conditions: temperature 90 celsius. The product is C1(CC1)N1CCC(CC1)(C1=CC=CC=C1)COCC=1C=C(C=C(C1)C(F)(F)F)C1=CC=C(C=C1)C#N (3′-(((1-Cyclopropyl-4-phenylpiperidin-4-yl)methoxy)methyl)-5′-(trifluoromethyl)biphenyl-4-carbonitrile). RXN SMILES: [C:1]1([C:7]2([CH2:13][O:14][CH2:15][C:16]3[CH:17]=[C:18]([C:26]4[CH:31]=[CH:30][C:29]([C:32]#[N:33])=[CH:28][CH:27]=4)[CH:19]=[C:20]([C:22]([F:25])([F:24])[F:23])[CH:21]=3)[CH2:12][CH2:11][NH:10][CH2:9][CH2:8]2)[CH:6]=[CH:5][CH:4]=[CH:3][CH:2]=1.C(O[C:37]1(O[Si](C)(C)C)[CH2:39][CH2:38]1)C.C([BH3-])#N.[Na+]>>[CH:37]1([N:10]2[CH2:11][CH2:12][C:7]([CH2:13][O:14][CH2:15][C:16]3[CH:17]=[C:18]([C:26]4[CH:31]=[CH:30][C:29]([C:32]#[N:33])=[CH:28][CH:27]=4)[CH:19]=[C:20]([C:22]([F:24])([F:25])[F:23])[CH:21]=3)([C:1]3[CH:2]=[CH:3][CH:4]=[CH:5][CH:6]=3)[CH2:8][CH2:9]2)[CH2:39][CH2:38]1 |f:2.3|. Reported procedure: A microwave tube was charged with 3′-(((4-phenylpiperidin-4-yl)methoxy)methyl)-5′-(trifluoromethyl)biphenyl-4-carbonitrile (21.5 mg, 0.05 mmol), (1-ethoxycyclopropoxy)trimethylsilane (96.5 μL, 0.47 mmol), sodium cyanoborohydride (15 mg, 0.24 mmol). The tube was flushed with nitrogen and treated with methanol (2 mL) and acetic acid (3 drops). The tube was sealed and heated at 90° C. for 1 h via microwave. After cooling, the reaction was concentrated and purified by flash chromatography on silica ... The reactants are N1=CN=C(C2=C1SC1=C2CCCC1)C(CCN)N ((5,6,7,8-tetrahydro-benzo[4,5]thieno[2,3-d]pyrimidine-4-yl)-1,3-diaminopropane), FC=1C=C(C=O)C=CC1 (3-fluorobenzaldehyde). Yields the product FC=1C=C(CNCCCNC=2N=CC3=C(N2)SC2=C3CCCC2)C=CC1 ((3-(3-Fluorobenzyl amino) propylamino)-5,6,7,8-tetrahydro-benzo[4,5]thieno[2,3-d]pyrimidine). Reaction SMILES: [N:1]1[C:6]2[S:7][C:8]3[CH2:13][CH2:12][CH2:11][CH2:10][C:9]=3[C:5]=2[C:4](C(N)CCN)=[N:3][CH:2]=1.[F:19][C:20]1[CH:21]=[C:22]([CH:25]=[CH:26][CH:27]=1)[CH:23]=O>>[F:19][C:20]1[CH:21]=[C:22]([CH:25]=[CH:26][CH:27]=1)[CH2:23][NH:1][CH2:6][CH2:5][CH2:4][NH:3][C:2]1[N:3]=[CH:4][C:5]2[C:9]3[CH2:10][CH2:11][CH2:12][CH2:13][C:8]=3[S:7][C:6]=2[N:1]=1. Reported procedure: The title compound was prepared (145 mg, 69%) from 3N-(5,6,7,8-tetrahydro-benzo[4,5]thieno[2,3-d]pyrimidine-4-yl)-1,3-diaminopropane(150 mg, 0.57 m. mol) and 3-fluorobenzaldehyde (70 mg, 0.57 mmol) by following the general procedure described for Preparation 3. 1H NMR (400 MHz, CDCl3):δ 8.40 (s, 1H), 7.30 (m, 1H), 7.05 (m, 2H), 6.95 (m, 1H), 6.20 (bs, 1H), 3.80 (s, 2H), 3.70 (m, 2H), 2.80 (m, 6H), 1.80 (m, 6H), 1.70 (bs, 1H). MS (ESI) m/z: Calculated: 370.49; Observed: 371.1 (M++1).